The task is: describe an organic reaction: reactants, conditions, products, and yield. This data is from the Open Reaction Database (ORD), a public repository of structured organic reaction records. Starting materials: Cc1ccccc1, CC(C)OC(=O)Cl, ClCCl, Cl, N#Cc1c(-c2ccc(N)c(Cl)c2)n(C2CCC2)c2cc(Oc3ncccn3)ccc12, c1ccncc1. The product is CC(C)OC(=O)Nc1ccc(-c2c(C#N)c3ccc(Oc4ncccn4)cc3n2C2CCC2)cc1Cl. RXN SMILES: [CH3:47][c:48]1[cH:49][cH:50][cH:51][cH:52][cH:53]1.[Cl:31][C:32](=[O:33])[O:34][CH:35]([CH3:36])[CH3:37].[Cl:38][CH2:39][Cl:40].[ClH:54].[NH2:1][c:2]1[c:3]([Cl:30])[cH:4][c:5](-[c:8]2[n:9]([CH:26]3[CH2:27][CH2:28][CH2:29]3)[c:10]3[cH:11][c:12]([O:19][c:20]4[n:21][cH:22][cH:23][cH:24][n:25]4)[cH:13][cH:14][c:15]3[c:16]2[C:17]#[N:18])[cH:6][cH:7]1.[cH:41]1[cH:42][cH:43][n:44][cH:45][cH:46]1>>[NH:1]([c:2]1[c:3]([Cl:30])[cH:4][c:5](-[c:8]2[n:9]([CH:26]3[CH2:27][CH2:28][CH2:29]3)[c:10]3[cH:11][c:12]([O:19][c:20]4[n:21][cH:22][cH:23][cH:24][n:25]4)[cH:13][cH:14][c:15]3[c:16]2[C:17]#[N:18])[cH:6][cH:7]1)[C:32](=[O:33])[O:34][CH:35]([CH3:36])[CH3:37]. Starting materials: N1=CC(=CC=C1)S(=O)(=O)Cl (3-pyridylsulfonyl chloride), Cl.S1C(=NC=C1)C1=CC=C(CN)C=C1 (4-(thiazol-2-yl)benzylamine hydrochloride), Cl.C1(=CC=CC=C1)C1=CC=C(N=N1)CN ((6-phenylpyridazin-3-ylmethyl)amine hydrochloride). Yields the product S1C(=NC=C1)C1=CC=C(CNS(=O)(=O)C=2C=NC=CC2)C=C1 (N-[4-(Thiazol-2-yl)benzyl]pyridin-3-ylsulfonamide). The yield is 79.7%. Reaction SMILES: [N:1]1[CH:6]=[CH:5][CH:4]=[C:3]([S:7](Cl)(=[O:9])=[O:8])[CH:2]=1.Cl.[S:12]1[CH:16]=[CH:15][N:14]=[C:13]1[C:17]1[CH:24]=[CH:23][C:20]([CH2:21][NH2:22])=[CH:19][CH:18]=1.Cl.C1(C2N=NC(CN)=CC=2)C=CC=CC=1>>[S:12]1[CH:16]=[CH:15][N:14]=[C:13]1[C:17]1[CH:18]=[CH:19][C:20]([CH2:21][NH:22][S:7]([C:3]2[CH:2]=[N:1][CH:6]=[CH:5][CH:4]=2)(=[O:9])=[O:8])=[CH:23][CH:24]=1 |f:1.2,3.4|. Reported procedure: Reaction and post-treatment were carried out in the same manner as in Reference Example 2-(d) except for using 3-pyridylsulfonyl chloride (495 mg, 2.79 mmol), and using 4-(thiazol-2-yl)benzylamine hydrochloride (687 mg, 2.61 mmol) obtained in Reference Example 4-(d) in place of (6-phenylpyridazin-3-ylmethyl)amine hydrochloride to afford the title compound (689 mg) as a white solid. (Yield: 80%) Reactants: COC1=CC(=NC=C1)C1=CC(=C(C=O)C=C1)[N+](=O)[O-] (4-(4-methoxypyridin-2-yl)-2-nitrobenzaldehyde), S(=O)(=O)([O-])[O-].[Mg+2] (magnesium sulfate), resultant suspension, [OH-].[Na+] (sodium hydroxide), O.C1(=CC=C(C=C1)S(=O)(=O)O)C (p-toluenesulfonic acid monohydrate). The solvent is C1(=CC=CC=C1)C (toluene), C(CO)O (ethyleneglycol). Yields the product COC1=CC(=NC=C1)C1=CC(=C(C=C1)C1OCCO1)[N+](=O)[O-] (2-(4-(4-methoxypyridin-2-yl)-2-nitrophenyl)-1,3-dioxolane). Yield: 85.2%. RXN SMILES: [CH3:1][O:2][C:3]1[CH:8]=[CH:7][N:6]=[C:5]([C:9]2[CH:16]=[CH:15][C:12]([CH:13]=[O:14])=[C:11]([N+:17]([O-:19])=[O:18])[CH:10]=2)[CH:4]=1.S([O-])([O-])(=O)=O.[Mg+2].[OH2:26].[C:27]1([CH3:37])C=CC(S(O)(=O)=O)=CC=1.[OH-].[Na+]>C1(C)C=CC=CC=1.C(O)CO>[CH3:1][O:2][C:3]1[CH:8]=[CH:7][N:6]=[C:5]([C:9]2[CH:16]=[CH:15][C:12]([CH:13]3[O:26][CH2:27][CH2:37][O:14]3)=[C:11]([N+:17]([O-:19])=[O:18])[CH:10]=2)[CH:4]=1 |f:1.2,3.4,5.6|. Procedure details: To a suspension of 4-(4-methoxypyridin-2-yl)-2-nitrobenzaldehyde (413 mg), ethyleneglycol (0.266 ml) and magnesium sulfate (1.0 g) in toluene (10 ml) was added p-toluenesulfonic acid monohydrate (334 mg), and the resultant suspension was refluxed for 5 hours. After cooling, the mixture was poured into 0.1N aqueous sodium hydroxide and extracted with ethyl acetate. The organic layer was washed with brine, dried over potassium carbonate and evaporated under reduced pressure. The residue was tritur...